The task is: describe an organic reaction: reactants, conditions, products, and yield. This data is from the Open Reaction Database (ORD), a public repository of structured organic reaction records. Reaction SMILES: [CH2:1]([CH2:2][CH2:3][CH3:4])[CH:5]1[CH2:6][C:7]2([O:8][CH2:11][CH2:10][O:9]2)[CH2:12][CH2:13][CH:14]1[NH:15][C:16]([O:17][CH2:18][c:19]1[cH:20][cH:21][cH:22][cH:23][cH:24]1)=[O:25].[CH3:27][C:28](=[O:29])[CH3:30].[ClH:26]>>[CH2:1]([CH2:2][CH2:3][CH3:4])[CH:5]1[CH2:6][C:7](=[O:8])[CH2:12][CH2:13][CH:14]1[NH:15][C:16]([O:17][CH2:18][c:19]1[cH:20][cH:21][cH:22][cH:23][cH:24]1)=[O:25]. The reactants are CCCCC1CC2(CCC1NC(=O)OCc1ccccc1)OCCO2, CC(C)=O, Cl. The product is CCCCC1CC(=O)CCC1NC(=O)OCc1ccccc1. The reactants are C[Mg]Br (methylmagnesium bromide), Cl.ClCC=1C=NC=CC1 (3-Chloromethylpyridine hydrochloride), [Cl-].[NH4+] (ammonium chloride), N1C=CC2=CC=CC=C12 (indole). Run in C(C)OCC (diethyl ether), C1=CC=CC=C1 (benzene), C(C)OCC (diethyl ether). Reaction conditions: time 2 hour. The product is N1=CC(=CC=C1)CC1=CNC2=CC=CC=C12 (3-(3-pyridylmethyl)indole). The yield is 99.0%. As a reaction SMILES: [NH:1]1[C:9]2[C:4](=[CH:5][CH:6]=[CH:7][CH:8]=2)[CH:3]=[CH:2]1.C[Mg]Br.Cl.Cl[CH2:15][C:16]1[CH:17]=[N:18][CH:19]=[CH:20][CH:21]=1.[Cl-].[NH4+]>C(OCC)C.C1C=CC=CC=1>[N:18]1[CH:19]=[CH:20][CH:21]=[C:16]([CH2:15][C:3]2[C:4]3[C:9](=[CH:8][CH:7]=[CH:6][CH:5]=3)[NH:1][CH:2]=2)[CH:17]=1 |f:2.3,4.5|. Procedure details: Under argon, indole (10 g) was dissolved in diethyl ether (100 ml), a 3M methylmagnesium bromide in diethyl ether solution (50 ml) was added at 0° C., and the mixture was stirred at room temperature for 2 hours. 3-Chloromethylpyridine hydrochloride (7 g) and benzene (90 ml) were added at 0° C. and the mixture was refluxed at 110° C. for 8 hours to evaporate the diethyl ether. After the reaction, a saturated ammonium chloride aqueous solution was added, and the mixture was extracted with ethyl ac... Starting materials: CC(C)(C)OC(=O)NCCCn1ccc2cccc(C(=O)N3CC(CN4CCC(c5ccc(F)cc5)CC4)C(C4CC4)C3)c21, Cc1ccccc1, CC(Cl)Cl, O=C(O)C(F)(F)F. Reaction SMILES: [C:1]([O:2][C:3](=[O:4])[NH:8][CH2:9][CH2:10][CH2:11][n:12]1[cH:13][cH:14][c:15]2[cH:16][cH:17][cH:18][c:19]([C:21](=[O:22])[N:23]3[CH2:24][CH:25]([CH2:31][N:32]4[CH2:33][CH2:34][CH:35]([c:38]5[cH:39][cH:40][c:41]([F:44])[cH:42][cH:43]5)[CH2:36][CH2:37]4)[CH:26]([CH:28]4[CH2:29][CH2:30]4)[CH2:27]3)[c:20]12)([CH3:5])([CH3:6])[CH3:7].[CH3:56][c:57]1[cH:58][cH:59][cH:60][cH:61][cH:62]1.[Cl:52][CH:53]([Cl:54])[CH3:55].[F:45][C:46]([F:47])([F:48])[C:49]([OH:50])=[O:51]>>[NH2:8][CH2:9][CH2:10][CH2:11][n:12]1[cH:13][cH:14][c:15]2[cH:16][cH:17][cH:18][c:19]([C:21](=[O:22])[N:23]3[CH2:24][CH:25]([CH2:31][N:32]4[CH2:33][CH2:34][CH:35]([c:38]5[cH:39][cH:40][c:41]([F:44])[cH:42][cH:43]5)[CH2:36][CH2:37]4)[CH:26]([CH:28]4[CH2:29][CH2:30]4)[CH2:27]3)[c:20]12. Yields the product NCCCn1ccc2cccc(C(=O)N3CC(CN4CCC(c5ccc(F)cc5)CC4)C(C4CC4)C3)c21. The reactants are FC(C(=O)O)(F)F (trifluoroacetic acid), C(C)(C)(C)OC(=O)N1CCC2=C(CC1)C(=C(C=C2)Cl)SCCCC=2C=C1C(C(NC1=CC2)=O)(C)C (3-tert-butoxycarbonyl-7-chloro-6-[3-(3,3-dimethyl-2-oxo-2,3-dihydro-1H-indol-5-yl)-propylthio]-2,3,4,5-tetrahydro-1H-benzo[d]azepine). Run in ClCCl (dichloromethane). Product: ClC1=C(C2=C(CCNCC2)C=C1)SCCCC=1C=C2C(C(NC2=CC1)=O)(C)C (7-chloro-6-[3-(3,3-dimethyl-2-oxo-2,3-dihydro-1H-indol-5-yl)-propylthio]-2,3,4,5-tetrahydro-1H-benzo[d]azepine). Reaction SMILES: FC(F)(F)C(O)=O.C(OC([N:15]1[CH2:21][CH2:20][C:19]2[C:22]([S:27][CH2:28][CH2:29][CH2:30][C:31]3[CH:32]=[C:33]4[C:37](=[CH:38][CH:39]=3)[NH:36][C:35](=[O:40])[C:34]4([CH3:42])[CH3:41])=[C:23]([Cl:26])[CH:24]=[CH:25][C:18]=2[CH2:17][CH2:16]1)=O)(C)(C)C>ClCCl>[Cl:26][C:23]1[CH:24]=[CH:25][C:18]2[CH2:17][CH2:16][NH:15][CH2:21][CH2:20][C:19]=2[C:22]=1[S:27][CH2:28][CH2:29][CH2:30][C:31]1[CH:32]=[C:33]2[C:37](=[CH:38][CH:39]=1)[NH:36][C:35](=[O:40])[C:34]2([CH3:42])[CH3:41]. Reported procedure: Add trifluoroacetic acid (0.2 mL, 2.6 mmol) to a solution of 3-tert-butoxycarbonyl-7-chloro-6-[3-(3,3-dimethyl-2-oxo-2,3-dihydro-1H-indol-5-yl)-propylthio]-2,3,4,5-tetrahydro-1H-benzo[d]azepine (257 mg, 0.5 mmol) in dichloromethane (5 mL) then stir at ambient temperature over the weekend. Concentrate in vacuo. Dissolve the residue in methanol and load onto an SCX column. Elute with methanol followed by 7M ammonia in methanol. Collect the basic fraction and concentrate in vacuo. Purify the residu... The reactants are CCc1cc(NS(=O)(=O)c2ccc(C)cc2)c(C(=O)c2ccccc2)c(C)n1, CCOC(=O)C=P(c1ccccc1)(c1ccccc1)c1ccccc1, Cc1ccccc1C. Yields the product CCc1cc(N)c(C(=O)c2ccccc2)c(C)n1. RXN SMILES: [C:1]([c:2]1[cH:3][cH:4][cH:5][cH:6][cH:7]1)(=[O:8])[c:9]1[c:10]([CH3:28])[n:11][c:12]([CH2:26][CH3:27])[cH:13][c:14]1[NH:15][S:16]([c:17]1[cH:18][cH:19][c:20]([CH3:21])[cH:22][cH:23]1)(=[O:24])=[O:25].[C:29]([CH:30]=[P:31]([c:32]1[cH:33][cH:34][cH:35][cH:36][cH:37]1)([c:38]1[cH:39][cH:40][cH:41][cH:42][cH:43]1)[c:44]1[cH:45][cH:46][cH:47][cH:48][cH:49]1)([O:50][CH2:51][CH3:52])=[O:53].[c:54]1([CH3:55])[c:56]([CH3:57])[cH:58][cH:59][cH:60][cH:61]1>>[C:1]([c:2]1[cH:3][cH:4][cH:5][cH:6][cH:7]1)(=[O:8])[c:9]1[c:10]([CH3:28])[n:11][c:12]([CH2:26][CH3:27])[cH:13][c:14]1[NH2:15].